Dataset: the Open Reaction Database (ORD), a public repository of structured organic reaction records. Task: describe an organic reaction: reactants, conditions, products, and yield Starting materials: CCc1cc(-c2ccc(S(=O)(=O)Cl)s2)c(C)[nH]c1=O, COCC[NH-]. The product is CCc1cc(-c2ccc(S(=O)(=O)NCCOC)s2)c(C)[nH]c1=O. RXN SMILES: [CH2:1]([CH3:2])[c:3]1[cH:4][c:5](-[c:11]2[cH:12][cH:13][c:14]([S:16](=[O:17])(=[O:18])[Cl:19])[s:15]2)[c:6]([CH3:10])[nH:7][c:8]1=[O:9].[CH3:20][O:21][CH2:22][CH2:23][NH-:24]>>[CH2:1]([CH3:2])[c:3]1[cH:4][c:5](-[c:11]2[cH:12][cH:13][c:14]([S:16](=[O:17])(=[O:18])[NH:24][CH2:23][CH2:22][O:21][CH3:20])[s:15]2)[c:6]([CH3:10])[nH:7][c:8]1=[O:9].